Dataset: the Open Reaction Database (ORD), a public repository of structured organic reaction records. Task: describe an organic reaction: reactants, conditions, products, and yield The reactants are BrC1=C(CC(C(=O)OC)C(=O)OC)C=CC=C1 (Dimethyl 2-(2-bromobenzyl)malonate), [Cl-].[Li+] (lithium chloride). The solvent is CS(=O)C (dimethylsulfoxide), O (water). Conditions: temperature 160 celsius, time 7.5 hour. Product: BrC1=C(C=CC=C1)CCC(=O)OC (methyl 3-(2-bromophenyl)propionate). Isolated yield 68.6%. Reaction SMILES: [Br:1][C:2]1[CH:17]=[CH:16][CH:15]=[CH:14][C:3]=1[CH2:4][CH:5](C(OC)=O)[C:6]([O:8][CH3:9])=[O:7].[Cl-].[Li+]>CS(C)=O.O>[Br:1][C:2]1[CH:17]=[CH:16][CH:15]=[CH:14][C:3]=1[CH2:4][CH2:5][C:6]([O:8][CH3:9])=[O:7] |f:1.2|. Procedure: Dimethyl 2-(2-bromobenzyl)malonate (54.25 g) was dissolved in a mixture of dimethylsulfoxide (220 ml) and water (3.24 ml), and lithium chloride (15.27 g) was added. The mixture was stirred at 160° C. of a bath temperature for 7.5 hours. After the reaction mixture was left standing for cooling, the solvent was removed by distillation under reduced pressure. The residual concentrate was poured into water, extracted with toluene. The organic layer obtained was washed twice with water and once with ... Reactants: [H-].[Al+3].[Li+].[H-].[H-].[H-] (lithium aluminum hydride), C(C1=CC=CC=C1)(=O)OC1C=CC(C1)O[Si](C)(C)C(C)(C)C (3-benzoyloxy-5-t-butyldimethylsiloxycyclopent-1-ene). The solvent is CCOCC (ether). Product: O([Si](C)(C)C(C)(C)C)C1C=CC(C1)O (3-t-butyldimethylsiloxy-5-hydroxycyclopent-1-ene). Isolated yield 9.1%. As a reaction SMILES: C([O:9][CH:10]1[CH2:14][CH:13]([O:15][Si:16]([C:19]([CH3:22])([CH3:21])[CH3:20])([CH3:18])[CH3:17])[CH:12]=[CH:11]1)(=O)C1C=CC=CC=1.[H-].[Al+3].[Li+].[H-].[H-].[H-]>CCOCC>[O:15]([CH:13]1[CH2:14][CH:10]([OH:9])[CH:11]=[CH:12]1)[Si:16]([C:19]([CH3:22])([CH3:21])[CH3:20])([CH3:18])[CH3:17] |f:1.2.3.4.5.6|. Procedure details: By operating as in Example 25, 140 milligrams (0.44 mmol) of 3-benzoyloxy-5-t-butyldimethylsiloxycyclopent-1-ene was held in anhydrous ether with 30 milligrams (0.79 mmol) of lithium aluminum hydride for one hour at room temperature under a nitrogen atmosphere, following which the mixture was heated under reflux for 30 minutes. Thereafter the aftertreatment was carried out as in Example 25, and the resulting crude product was separated by preparative thin-layer chromatograph (silica gel 2mm, hex...